Dataset: the Open Reaction Database (ORD), a public repository of structured organic reaction records. Task: describe an organic reaction: reactants, conditions, products, and yield The reactants are O=C([O-])[O-], O=C(OCc1ccccc1)N1CCCC1c1cn2cccc(Br)c2n1, OB(O)c1ccccc1C(F)(F)F, [K+], [K+], c1ccc(P(c2ccccc2)(c2ccccc2)[Pd](P(c2ccccc2)(c2ccccc2)c2ccccc2)(P(c2ccccc2)(c2ccccc2)c2ccccc2)P(c2ccccc2)(c2ccccc2)c2ccccc2)cc1. The product is O=C(OCc1ccccc1)N1CCCC1c1cn2cccc(-c3ccccc3C(F)(F)F)c2n1. As a reaction SMILES: [C:39](=[O:40])([O-:41])[O-:42].[CH2:1]([c:2]1[cH:3][cH:4][cH:5][cH:6][cH:7]1)[O:8][C:9](=[O:10])[N:11]1[CH:12]([c:16]2[n:17][c:18]3[n:19]([cH:20][cH:21][cH:22][c:23]3[Br:24])[cH:25]2)[CH2:13][CH2:14][CH2:15]1.[F:26][C:27]([c:28]1[c:29]([B:34]([OH:35])[OH:36])[cH:30][cH:31][cH:32][cH:33]1)([F:37])[F:38].[K+:43].[K+:44].[cH:45]1[cH:46][cH:47][c:48]([P:49]([Pd:50]([P:51]([c:52]2[cH:53][cH:54][cH:55][cH:56][cH:57]2)([c:58]2[cH:59][cH:60][cH:61][cH:62][cH:63]2)[c:64]2[cH:65][cH:66][cH:67][cH:68][cH:69]2)([P:70]([c:71]2[cH:72][cH:73][cH:74][cH:75][cH:76]2)([c:77]2[cH:78][cH:79][cH:80][cH:81][cH:82]2)[c:83]2[cH:84][cH:85][cH:86][cH:87][cH:88]2)[P:89]([c:90]2[cH:91][cH:92][cH:93][cH:94][cH:95]2)([c:96]2[cH:97][cH:98][cH:99][cH:100][cH:101]2)[c:102]2[cH:103][cH:104][cH:105][cH:106][cH:107]2)([c:108]2[cH:109][cH:110][cH:111][cH:112][cH:113]2)[c:114]2[cH:115][cH:116][cH:117][cH:118][cH:119]2)[cH:120][cH:121]1>>[CH2:1]([c:2]1[cH:3][cH:4][cH:5][cH:6][cH:7]1)[O:8][C:9](=[O:10])[N:11]1[CH:12]([c:16]2[n:17][c:18]3[n:19]([cH:20][cH:21][cH:22][c:23]3-[c:29]3[c:28]([C:27]([F:26])([F:37])[F:38])[cH:33][cH:32][cH:31][cH:30]3)[cH:25]2)[CH2:13][CH2:14][CH2:15]1. Starting materials: CC1C=CC2=CC(C(C)(C)C)CC(O)C2C1(CCC1CC(C(C)(C)C)C(O[SiH](C)C)C(=O)O1)O[SiH](C)C, CC(C)(OCc1ccc(F)cc1)C(=O)O. Yields the product CC1C=CC2=CC(C(C)(C)C)CC(OC(=O)C(C)(C)OCc3ccc(F)cc3)C2C1(CCC1CC(C(C)(C)C)C(O[SiH](C)C)C(=O)O1)O[SiH](C)C. RXN SMILES: [C:16]([CH3:17])([CH3:18])([CH3:19])[CH:20]1[CH:21]=[C:22]2[CH:23]=[CH:24][CH:25]([CH3:52])[C:26]([CH2:31][CH2:32][CH:33]3[CH2:34][CH:35]([C:44]([CH3:45])([CH3:46])[CH3:47])[CH:36]([O:40][SiH:41]([CH3:42])[CH3:43])[C:37](=[O:39])[O:38]3)([O:48][SiH:49]([CH3:50])[CH3:51])[CH:27]2[CH:28]([OH:30])[CH2:29]1.[F:1][c:2]1[cH:3][cH:4][c:5]([CH2:6][O:7][C:8]([C:9](=[O:10])[OH:11])([CH3:12])[CH3:13])[cH:14][cH:15]1>>[F:1][c:2]1[cH:3][cH:4][c:5]([CH2:6][O:7][C:8]([C:9]([O:10][CH:28]2[CH:27]3[C:22](=[CH:21][CH:20]([C:16]([CH3:17])([CH3:18])[CH3:19])[CH2:29]2)[CH:23]=[CH:24][CH:25]([CH3:52])[C:26]3([CH2:31][CH2:32][CH:33]2[CH2:34][CH:35]([C:44]([CH3:45])([CH3:46])[CH3:47])[CH:36]([O:40][SiH:41]([CH3:42])[CH3:43])[C:37](=[O:39])[O:38]2)[O:48][SiH:49]([CH3:50])[CH3:51])=[O:11])([CH3:12])[CH3:13])[cH:14][cH:15]1. The reactants are COC1=C2C=CC(=CC2=CC=C1)C#CC(=O)O (5-methoxynaphth-2-ylpropiolic acid). Run in N1=CC=CC2=CC=CC=C12 (quinoline), O (water). The product is C(#C)C1=CC2=CC=CC(=C2C=C1)OC (2-ethynyl-5-methoxynaphthalene). RXN SMILES: [CH3:1][O:2][C:3]1[CH:12]=[CH:11][CH:10]=[C:9]2[C:4]=1[CH:5]=[CH:6][C:7]([C:13]#[C:14]C(O)=O)=[CH:8]2>N1C2C(=CC=CC=2)C=CC=1.O>[C:13]([C:7]1[CH:6]=[CH:5][C:4]2[C:9](=[CH:10][CH:11]=[CH:12][C:3]=2[O:2][CH3:1])[CH:8]=1)#[CH:14]. Reported procedure: 5-methoxynaphth-2-ylpropiolic acid (5.85) is heated at 120-124° for 5 hours in quinoline. The reaction product is diluted with water and washed thoroughly with dilute hydrochloric acid. This is followed by washing with sodium bicarbonate (10%). The material is passed through a short aluminum (H+) column, eluted with N-hexane to give a fraction free of carbonyl absorption (I.R.). Removal of solvent gives 2-ethynyl-5-methoxynaphthalene. Reactants: BrBr (Br2), C(CC)C1=CC=C(C=C1)C1=NN=C(NN1)SC (6-(4-n-propylphenyl)-3-methylthio-1.2-dihydro-1,2,4,5-tetrazine), ice water. The solvent is C(C)(=O)O (acetic acid). Reaction conditions: time 1 hour. Product: C(CC)C1=CC=C(C=C1)C1=NN=C(N=N1)SC (6-(4-n-Propylphenyl)-3-methylthio-1,2,4,5-tetrazine). Isolated yield 84.7%. RXN SMILES: [CH2:1]([C:4]1[CH:9]=[CH:8][C:7]([C:10]2[NH:15][NH:14][C:13]([S:16][CH3:17])=[N:12][N:11]=2)=[CH:6][CH:5]=1)[CH2:2][CH3:3].BrBr>C(O)(=O)C>[CH2:1]([C:4]1[CH:5]=[CH:6][C:7]([C:10]2[N:11]=[N:12][C:13]([S:16][CH3:17])=[N:14][N:15]=2)=[CH:8][CH:9]=1)[CH2:2][CH3:3]. Procedure: 0.0163 Mol (4.05 g) of 6-(4-n-propylphenyl)-3-methylthio-1.2-dihydro-1,2,4,5-tetrazine is dissolved in 80 ml crystalline acetic acid at 40° C. and 18 ml of a 1-molar Br2 -crystalline acetic acid solution is added dropwise. The solution is stirred for one hour and subsequently poured over ice water. The red dyestuff is vacuum dried, washed with water and dried. Recrystallization from ethanol provides 3.4 g of red crystals. M.pt.: 78°-79° C. The compounds characterized in Table 7 are made in an an... Reactants: B(Br)(Br)Br (Boron tribromide), solution, C(C)NC(=O)C1=CC(=CC=2N=C(SC21)NC(NCC)=O)OC (N-ethyl-2-(ethylcarbamoylamino)-5-methoxy-1,3-benzothiazole-7-carboxamide). Solvent: C(Cl)Cl (DCM), ClCCl (dichloromethane), CCOC(=O)C (EtOAc). Run at time 8 hour. Yields the product C(C)NC(=O)C1=CC(=CC=2N=C(SC21)NC(NCC)=O)O (N-ethyl-2-(ethylcarbamoylamino)-5-hydroxy-1,3-benzothiazole-7-carboxamide). The yield is 31.0%. As a reaction SMILES: B(Br)(Br)Br.[CH2:5]([NH:7][C:8]([C:10]1[C:18]2[S:17][C:16]([NH:19][C:20](=[O:24])[NH:21][CH2:22][CH3:23])=[N:15][C:14]=2[CH:13]=[C:12]([O:25]C)[CH:11]=1)=[O:9])[CH3:6]>C(Cl)Cl.CCOC(C)=O>[CH2:5]([NH:7][C:8]([C:10]1[C:18]2[S:17][C:16]([NH:19][C:20](=[O:24])[NH:21][CH2:22][CH3:23])=[N:15][C:14]=2[CH:13]=[C:12]([OH:25])[CH:11]=1)=[O:9])[CH3:6]. Procedure: Boron tribromide (8.72 mL, 8.72 mmol, 4M solution in DCM was added to a suspension of N-ethyl-2-(ethylcarbamoylamino)-5-methoxy-1,3-benzothiazole-7-carboxamide in dichloromethane (10 mL). The reaction was stirred at ambient temperature overnight then diluted with EtOAc, washed with saturated aqueous sodium hydrogen carbonate and brine and the organic layer dried (MgSO4), filtered and concentrated in vacuo. The crude material was purified by flash chromatography on silica gel using DCM:MeOH 95:5.... Conditions: temperature 50 celsius, time 16 hour. Reaction SMILES: [Cl:1][C:2]1[CH:3]=[C:4]([NH:10][C:11]2[N:16]=[CH:15][C:14]([O:17][C:18]([CH3:22])([CH3:21])[CH:19]=O)=[CH:13][CH:12]=2)[C:5](=[O:9])[N:6]([CH3:8])[N:7]=1.C(O[BH-](OC(=O)C)OC(=O)C)(=O)C.[Na+].C(O)(=O)C.[NH:41]1[CH2:44][CH2:43][CH2:42]1.C(=O)(O)[O-].[Na+]>ClCCl>[N:41]1([CH2:19][C:18]([CH3:21])([CH3:22])[O:17][C:14]2[CH:13]=[CH:12][C:11]([NH:10][C:4]3[C:5](=[O:9])[N:6]([CH3:8])[N:7]=[C:2]([Cl:1])[CH:3]=3)=[N:16][CH:15]=2)[CH2:44][CH2:43][CH2:42]1 |f:1.2,5.6|. Yield: 65.6%. Reactants: ClC=1C=C(C(N(N1)C)=O)NC1=CC=C(C=N1)OC(C=O)(C)C (2-[6-(6-chloro-2-methyl-3-oxo-2,3-dihydro-pyridazin-4-ylamino)-pyridin-3-yloxy]-2-methyl-propionaldehyde), N1CCC1 (Azetidine), C(C)(=O)O[BH-](OC(C)=O)OC(C)=O.[Na+] (Sodium triacetoxyborohydride), C(C)(=O)O (acetic acid), C([O-])(O)=O.[Na+] (sodium bicarbonate). Yields the product N1(CCC1)CC(OC=1C=CC(=NC1)NC=1C(N(N=C(C1)Cl)C)=O)(C)C (4-[5-(2-Azetidin-1-yl-1,1-dimethyl-ethoxy)-pyridin-2-ylamino]-6-chloro-2-methyl-2H-pyridazin-3-one). Procedure: A pressure flask containing 2-[6-(6-chloro-2-methyl-3-oxo-2,3-dihydro-pyridazin-4-ylamino)-pyridin-3-yloxy]-2-methyl-propionaldehyde (188 mg, 0.582 mmol) was taken up in dichloromethane (2.5 ml). Sodium triacetoxyborohydride (309 mg, 1.46 mmol) and acetic acid (0.1 ml, 1.75 mmol) were added and the flask was next cooled in an ice bath under nitrogen atmosphere. Azetidine (0.24 ml, 3.49 mmol) was added and the flask was sealed. The flask was placed in an oil bath heated to 50° C. and stirred for ... Solvent: ClCCl (dichloromethane), ClCCl (dichloromethane). Starting materials: CNN1N=CC=C1 (N-methylaminopyrazole), N1(CCC1)C(=O)C1=CC=C(OC=2C=C(C(=O)O)C=C(C2)O[C@H](COC(C)(C)C)C)C=C1 (3-[4-(Azetidin-1-ylcarbonyl)phenoxy]-5-[(1S)-2-tert-butoxy-1-methylethoxy]benzoic acid), ClC1=NC(=NC(=N1)OC)OC (2-Chloro-4,6-dimethoxy-1,3,5-triazine), CN1CCOCC1 (N-methylmorpholine). The solvent is C(C)#N (acetonitrile), O (Water). Conditions: temperature 0 celsius, time 1 hour. The product is N1(CCC1)C(=O)C1=CC=C(OC=2C=C(C(=O)NC3=NN(C=C3)C)C=C(C2)O[C@H](COC(C)(C)C)C)C=C1 (3-[4-(Azetidin-1-ylcarbonyl)phenoxy]-5-[(1S)-2-tert-butoxy-1-methylethoxy]-N-(1-methyl-1H-pyrazol-3-yl)benzamide). Isolated yield 92.6%. RXN SMILES: [N:1]1([C:5]([C:7]2[CH:31]=[CH:30][C:10]([O:11][C:12]3[CH:13]=[C:14]([CH:18]=[C:19]([O:21][C@@H:22]([CH3:29])[CH2:23][O:24][C:25]([CH3:28])([CH3:27])[CH3:26])[CH:20]=3)[C:15]([OH:17])=O)=[CH:9][CH:8]=2)=[O:6])[CH2:4][CH2:3][CH2:2]1.Cl[C:33]1[N:38]=C(OC)N=C(OC)[N:34]=1.C[N:44]1[CH2:49][CH2:48]OC[CH2:45]1.CNN1C=CC=N1>O.C(#N)C>[N:1]1([C:5]([C:7]2[CH:8]=[CH:9][C:10]([O:11][C:12]3[CH:13]=[C:14]([CH:18]=[C:19]([O:21][C@@H:22]([CH3:29])[CH2:23][O:24][C:25]([CH3:26])([CH3:27])[CH3:28])[CH:20]=3)[C:15]([NH:38][C:33]3[CH:48]=[CH:49][N:44]([CH3:45])[N:34]=3)=[O:17])=[CH:30][CH:31]=2)=[O:6])[CH2:4][CH2:3][CH2:2]1. Procedure: 3-[4-(Azetidin-1-ylcarbonyl)phenoxy]-5-[(1S)-2-tert-butoxy-1-methylethoxy]benzoic acid (6.18 mmol, 2.64 g) and acetonitrile (18.5 mL) were charged to a vessel. The contents were stirred and cooled to 0° C. 2-Chloro-4,6-dimethoxy-1,3,5-triazine (6.78 mmol, 1.19 g) was added to the slurry followed by an addition of N-methylmorpholine (8.11 mmol, 0.82 g), added over 20 minutes. The reaction was held for approximately 1 hour at 0° C. and allowed to warm up to ambient. N-methylaminopyrazole (6.79 mmo... Reactants: FC(F)(F)c1ccc(Br)cc1, CC(C)(C)OC(=O)N1CCC2(CCNCC2)C1, Cc1ccccc1, CC(=O)[O-], CC(=O)[O-], [Pd+2], c1ccc(P(c2ccccc2)c2ccc3ccccc3c2-c2c(P(c3ccccc3)c3ccccc3)ccc3ccccc23)cc1. Yields the product CC(C)(C)OC(=O)N1CCC2(CCN(c3ccc(C(F)(F)F)cc3)CC2)C1. RXN SMILES: [Br:18][c:19]1[cH:20][cH:21][c:22]([C:25]([F:26])([F:27])[F:28])[cH:23][cH:24]1.[CH2:1]1[N:2]([C:11](=[O:12])[O:13][C:14]([CH3:15])([CH3:16])[CH3:17])[CH2:3][CH2:4][C:5]12[CH2:6][CH2:7][NH:8][CH2:9][CH2:10]2.[CH3:75][c:76]1[cH:77][cH:78][cH:79][cH:80][cH:81]1.[O-:83][C:84]([CH3:85])=[O:86].[O-:87][C:88]([CH3:89])=[O:90].[Pd+2:82].[cH:29]1[cH:30][cH:31][c:32]([P:33]([c:34]2[cH:35][cH:36][c:37]3[c:38]([cH:39][cH:40][cH:41][cH:42]3)[c:43]2-[c:44]2[c:45]3[c:46]([cH:47][cH:48][cH:49][cH:50]3)[cH:51][cH:52][c:53]2[P:54]([c:55]2[cH:56][cH:57][cH:58][cH:59][cH:60]2)[c:61]2[cH:62][cH:63][cH:64][cH:65][cH:66]2)[c:67]2[cH:68][cH:69][cH:70][cH:71][cH:72]2)[cH:73][cH:74]1>>[CH2:1]1[N:2]([C:11](=[O:12])[O:13][C:14]([CH3:15])([CH3:16])[CH3:17])[CH2:3][CH2:4][C:5]12[CH2:6][CH2:7][N:8]([c:19]1[cH:20][cH:21][c:22]([C:25]([F:26])([F:27])[F:28])[cH:23][cH:24]1)[CH2:9][CH2:10]2. The reactants are C(=S)=S (Carbon disulfide), [H-].[Na+] (sodium hydride), oil, BrC1=CC=2CC3=CC(=CC=C3C2C=C1)Br (2,7-dibromofluorene), BrCCCCCC (1-Bromohexane), ( t ), Ice water. Run in CS(=O)C (dimethylsulfoxide). The product is BrC1=CC=2C(C3=CC(=CC=C3C2C=C1)Br)=C(SCCCCCC)SCCCCCC (2,7-dibromo-9-(bis-hexylsulfanyl-methylene)fluorene). As a reaction SMILES: [H-].[Na+].[Br:3][C:4]1[CH:16]=[CH:15][C:14]2[C:13]3[C:8](=[CH:9][C:10]([Br:17])=[CH:11][CH:12]=3)[CH2:7][C:6]=2[CH:5]=1.[C:18](=[S:20])=[S:19].Br[CH2:22][CH2:23][CH2:24][CH2:25][CH2:26][CH3:27]>CS(C)=O>[Br:3][C:4]1[CH:16]=[CH:15][C:14]2[C:13]3[C:8](=[CH:9][C:10]([Br:17])=[CH:11][CH:12]=3)[C:7](=[C:18]([S:20][CH2:15][CH2:16][CH2:4][CH2:5][CH2:6][CH3:14])[S:19][CH2:22][CH2:23][CH2:24][CH2:25][CH2:26][CH3:27])[C:6]=2[CH:5]=1 |f:0.1|. Procedure: A 60% dispersion of sodium hydride in mineral oil (0.26 g, 6.5 mmol) was added under nitrogen to 2,7-dibromofluorene (1.000 g, 3.09 mmol) in anhydrous dimethylsulfoxide (20 mL) at room temperature with stirring. The reaction mixture was stirred at room temperature for 10 minutes. Carbon disulfide (0.25 g, 0.2 mL, 3.3 mmol) was added via syringe and the reaction mixture was stirred at room temperature for 10 minutes. 1-Bromohexane (1.08 g, 6.5 mmol) was added and the reaction mixture was stirred ... The reactants are COC(=O)c1oc2ccc(C#N)cc2c1C, CO, [Li+], C1CCOC1, [OH-], O, O. Product: Cc1c(C(=O)O)oc2ccc(C#N)cc12. As a reaction SMILES: [C:1](#[N:2])[c:3]1[cH:4][cH:5][c:6]2[c:7]([c:8]([CH3:15])[c:9]([C:11](=[O:12])[O:13][CH3:14])[o:10]2)[cH:16]1.[CH3:26][OH:27].[Li+:25].[O:17]1[CH2:18][CH2:19][CH2:20][CH2:21]1.[OH-:24].[OH2:22].[OH2:23]>>[C:1](#[N:2])[c:3]1[cH:4][cH:5][c:6]2[c:7]([c:8]([CH3:15])[c:9]([C:11](=[O:12])[OH:13])[o:10]2)[cH:16]1.